From a dataset of the Open Reaction Database (ORD), a public repository of structured organic reaction records. describe an organic reaction: reactants, conditions, products, and yield The reactants are CC(C)O, NCC1CCN(C(=O)OCc2ccccc2)CC1, O=BC=NC(Cc1ccccc1)C1CO1. Product: O=BC=NC(Cc1ccccc1)C(O)CNCC1CCN(C(=O)OCc2ccccc2)CC1. Reaction SMILES: [CH:34]([OH:35])([CH3:36])[CH3:37].[NH2:16][CH2:17][CH:18]1[CH2:19][CH2:20][N:21]([C:24](=[O:25])[O:26][CH2:27][c:28]2[cH:29][cH:30][cH:31][cH:32][cH:33]2)[CH2:22][CH2:23]1.[O:1]1[CH:2]([CH:4]([CH2:5][c:6]2[cH:7][cH:8][cH:9][cH:10][cH:11]2)[N:12]=[CH:13][B:14]=[O:15])[CH2:3]1>>[OH:1][CH:2]([CH2:3][NH:16][CH2:17][CH:18]1[CH2:19][CH2:20][N:21]([C:24](=[O:25])[O:26][CH2:27][c:28]2[cH:29][cH:30][cH:31][cH:32][cH:33]2)[CH2:22][CH2:23]1)[CH:4]([CH2:5][c:6]1[cH:7][cH:8][cH:9][cH:10][cH:11]1)[N:12]=[CH:13][B:14]=[O:15]. Reactants: C([O-])([O-])=O.[K+].[K+] (potassium carbonate), BrC(C)Br (dibromoethane), NC=1C=C(C(=O)OC)C=CC1O (methyl 3-amino-4-hydroxybenzoate). The solvent is CN(C=O)C (dimethylformamide). Run at temperature 110 celsius, time 5 hour. Product: O1CCNC2=C1C=CC(=C2)C(=O)OC (methyl 3,4-dihydro-2H-1,4-benzoxazine-6-carboxylate). Reaction SMILES: [NH2:1][C:2]1[CH:3]=[C:4]([CH:9]=[CH:10][C:11]=1[OH:12])[C:5]([O:7][CH3:8])=[O:6].C(=O)([O-])[O-].[K+].[K+].Br[CH:20](Br)[CH3:21]>CN(C)C=O>[O:12]1[C:11]2[CH:10]=[CH:9][C:4]([C:5]([O:7][CH3:8])=[O:6])=[CH:3][C:2]=2[NH:1][CH2:21][CH2:20]1 |f:1.2.3|. Reported procedure: 5.16 g of methyl 3-amino-4-hydroxybenzoate are dissolved in 100 ml of dimethylformamide in a 500 ml round-bottomed flask. 17.06 g of potassium carbonate and then 7.98 ml of dibromoethane are subsequently added. The reaction medium is heated at 110° C. with stirring for five hours. After evaporating the solvent, water and ethyl acetate are added. The aqueous phase is extracted three times with ethyl acetate. The organic phases are combined and then dried over magnesium sulfate and the solvent is ... Procedure: 6-Chloro-1-ethyl-7-nitro-5-trifluoromethylbenzimidazole (3.54g.; 0.012 mole; m.p. 126.5°-128°C.) was hydrogenated in the presence of platinum oxide catalyst in accordance with the procedure of Example IV. The product was obtained as a white crystalline solid (1.54g.; 48.9%) which, after recrystallization from a CCl4 --CHCl3 mixture, melts at 191.5°-193°C. The reagents and catalysts are [Pt]=O (platinum oxide). As a reaction SMILES: [Cl:1][C:2]1[C:3]([C:16]([F:19])([F:18])[F:17])=[CH:4][C:5]2[N:9]=[CH:8][N:7]([CH2:10][CH3:11])[C:6]=2[C:12]=1[N+:13]([O-])=O>[Pt]=O>[NH2:13][C:12]1[C:6]2[N:7]([CH2:10][CH3:11])[CH:8]=[N:9][C:5]=2[CH:4]=[C:3]([C:16]([F:18])([F:19])[F:17])[C:2]=1[Cl:1]. Reactants: ClC=1C(=CC2=C(N(C=N2)CC)C1[N+](=O)[O-])C(F)(F)F (6-Chloro-1-ethyl-7-nitro-5-trifluoromethylbenzimidazole). The product is NC1=C(C(=CC2=C1N(C=N2)CC)C(F)(F)F)Cl (7-Amino-6-chloro-1-ethyl-5-trifluoromethylbenzimidazole).